Dataset: the Open Reaction Database (ORD), a public repository of structured organic reaction records. Task: describe an organic reaction: reactants, conditions, products, and yield Procedure details: The title compound was prepared in analogy to Example 3-1 in Scheme 5 by using 4-(4-chloro-6-methylquinolin-2-yl)-2,3,4,5-tetrahydro-1,4-benzothiazepine 1,1-dioxide (prepared in analogy to the one in Example 2-1) and cis-cyclohexane-1,4-diamine. MS obsd. (ESI+) [(M+H)+] 451, 1H NMR (400 MHz, DMSO-d6) δ ppm 7.91-7.85 (m, 2 H), 7.79 (s, 1 H), 7.58 (td, J=7.45, 1.26 Hz, 1 H), 7.51-7.44 (m, 1 H), 7.29 (d, J=8.59 Hz, 1 H), 7.21 (dd, J=8.59, 1.52 Hz, 1 H), 6.17 (d, J=7.58 Hz, 1 H), 6.03 (s, 1 H), 5.06... RXN SMILES: Cl[C:2]1[C:11]2[C:6](=[CH:7][CH:8]=[C:9]([CH3:12])[CH:10]=2)[N:5]=[C:4]([N:13]2[CH2:19][C:18]3[CH:20]=[CH:21][CH:22]=[CH:23][C:17]=3[S:16](=[O:25])(=[O:24])[CH2:15][CH2:14]2)[CH:3]=1.[C@H:26]1([NH2:33])[CH2:31][CH2:30][C@@H:29]([NH2:32])[CH2:28][CH2:27]1>>[O:24]=[S:16]1(=[O:25])[C:17]2[CH:23]=[CH:22][CH:21]=[CH:20][C:18]=2[CH2:19][N:13]([C:4]2[CH:3]=[C:2]([NH:32][C@H:29]3[CH2:30][CH2:31][C@@H:26]([NH2:33])[CH2:27][CH2:28]3)[C:11]3[C:6](=[CH:7][CH:8]=[C:9]([CH3:12])[CH:10]=3)[N:5]=2)[CH2:14][CH2:15]1. Starting materials: ClC1=CC(=NC2=CC=C(C=C12)C)N1CCS(C2=C(C1)C=CC=C2)(=O)=O (4-(4-chloro-6-methylquinolin-2-yl)-2,3,4,5-tetrahydro-1,4-benzothiazepine 1,1-dioxide), [C@H]1(CC[C@@H](CC1)N)N (cis-cyclohexane-1,4-diamine). Yields the product O=S1(CCN(CC2=C1C=CC=C2)C2=NC1=CC=C(C=C1C(=C2)N[C@@H]2CC[C@@H](CC2)N)C)=O (cis-N-[2-(1,1-Dioxido-2,3-dihydro-1,4-benzothiazepin-4(5H)-yl)-6-methylquinolin-4-yl]-cyclohexane-1,4-diamine). The reactants are CC=1C=C(N)C=CC1[N+](=O)[O-] (3-methyl-4-nitroaniline), O (water), S(=O)(Cl)Cl (Thionyl chloride), BrC[C@](C(=O)O)(C)O ((2R)-3-Bromo-2-hydroxy-2-methylpropionic acid). Run in CC(=O)N(C)C (DMA), CC(=O)N(C)C (DMA). Conditions: time 2 hour. Product: BrC[C@](C(=O)NC1=CC(=C(C=C1)[N+](=O)[O-])C)(C)O ((2R)-3-Bromo-2-hydroxy-2-methyl-N-(3-methyl-4-nitrophenyl)propionamide). RXN SMILES: S(Cl)(Cl)=O.[Br:5][CH2:6][C@@:7]([OH:12])([CH3:11])[C:8](O)=[O:9].[CH3:13][C:14]1[CH:15]=[C:16]([CH:18]=[CH:19][C:20]=1[N+:21]([O-:23])=[O:22])[NH2:17].O>CC(N(C)C)=O>[Br:5][CH2:6][C@@:7]([OH:12])([CH3:11])[C:8]([NH:17][C:16]1[CH:18]=[CH:19][C:20]([N+:21]([O-:23])=[O:22])=[C:14]([CH3:13])[CH:15]=1)=[O:9]. Procedure: Thionyl chloride (0.48 ml, 6.6 mmol) was added dropwise to a solution of (2R)-3-Bromo-2-hydroxy-2-methylpropionic acid (1.0 g, 5.5 mmol) in 10 ml of DMA at −5 to −10° C. The mixture was stirred for 2 h, and a solution of 3-methyl-4-nitroaniline (0.83 g, 5.5 mmol) in 7 ml of DMA was added to the above mixture. The resulting mixture was stirred for 3 h at room temperature and poured into water (250 ml). The aqueous phase was extracted with ethyl acetate (4×50 ml), dried over Na2SO4 and evaporated.... Reactants: C(C)OP(OCC)(=O)CN1C(C(NC2=CC(=C(C=C12)N1CCOCC1)[N+](=O)[O-])=O)=O ((6-nitro-7-morpholino-1,2,3,4-tetrahydro-2,3-dioxoquinoxalin-1-yl)methanephosphonic acid diethyl ester), C[Si](Br)(C)C (trimethylbromosilane), O (water). Run in C(C)#N (acetonitrile). Reaction conditions: time 1 hour. Product: [N+](=O)([O-])C=1C=C2NC(C(N(C2=CC1N1CCOCC1)CP(O)(=O)O)=O)=O ((6-nitro-7-morpholino-1,2,3,4-tetrahydro-2,3-dioxoquinoxalin-1-yl)methanephosphonic acid). Isolated yield 26.5%. Reaction SMILES: C([O:3][P:4]([CH2:9][N:10]1[C:19]2[C:14](=[CH:15][C:16]([N+:26]([O-:28])=[O:27])=[C:17]([N:20]3[CH2:25][CH2:24][O:23][CH2:22][CH2:21]3)[CH:18]=2)[NH:13][C:12](=[O:29])[C:11]1=[O:30])(=[O:8])[O:5]CC)C.C[Si](C)(C)Br.O>C(#N)C>[N+:26]([C:16]1[CH:15]=[C:14]2[C:19](=[CH:18][C:17]=1[N:20]1[CH2:25][CH2:24][O:23][CH2:22][CH2:21]1)[N:10]([CH2:9][P:4]([OH:5])(=[O:3])[OH:8])[C:11](=[O:30])[C:12](=[O:29])[NH:13]2)([O-:28])=[O:27]. Procedure details: 259 mg of (6-nitro-7-morpholino-1,2,3,4-tetrahydro-2,3-dioxoquinoxalin-1-yl)methanephosphonic acid diethyl ester is mixed in 10 ml of absolute acetonitrile with 628 mg of trimethylbromosilane and stirred for 1 hour at room temperature. A little water is added, and it is evaporated to dryness. The residue is chromatographed on silanized silica gel with methanol as eluant. 60 mg of (6-nitro-7-morpholino-1,2,3,4-tetrahydro-2,3-dioxoquinoxalin-1-yl)methanephosphonic acid is obtained. Yields the product C1(CC1)NC[C@H]1CN(C[C@H]1F)C1=C(C=C2C(C(=CN(C2=N1)C1=C(C=C(C=C1)F)F)C(=O)O)=O)F (7-[(3S,4S)-3-cyclopropylaminomethyl-4-fluoro-1-pyrrolidinyl]-6-fluoro-1-(2,4-difluorophenyl)-1,4-dihydro-4-oxo-1,8-naphthyridine-3-carboxylic acid). Isolated yield 48.0%. RXN SMILES: Cl[C:2]1[N:11]=[C:10]2[C:5]([C:6](=[O:23])[C:7]([C:20]([OH:22])=[O:21])=[CH:8][N:9]2[C:12]2[CH:17]=[CH:16][C:15]([F:18])=[CH:14][C:13]=2[F:19])=[CH:4][C:3]=1[F:24].[CH:25]1([NH:28][CH2:29][C@@H:30]2[C@H:34]([F:35])[CH2:33][NH:32][CH2:31]2)[CH2:27][CH2:26]1>>[CH:25]1([NH:28][CH2:29][C@@H:30]2[C@H:34]([F:35])[CH2:33][N:32]([C:2]3[N:11]=[C:10]4[C:5]([C:6](=[O:23])[C:7]([C:20]([OH:22])=[O:21])=[CH:8][N:9]4[C:12]4[CH:17]=[CH:16][C:15]([F:18])=[CH:14][C:13]=4[F:19])=[CH:4][C:3]=3[F:24])[CH2:31]2)[CH2:27][CH2:26]1. Procedure: Using 7-chloro-6-fluoro-1-(2,4-difluorophenyl)-1,4-dihydro-4-oxo-1,8-naphthyridine-3-carboxylic acid (355 mg) and (3R,4S)-3-cyclopropylaminomethyl-4-fluoropyrrolidine (190 mg), the same procedure was followed as in Example 23 to give 7-[(3S,4S)-3-cyclopropylaminomethyl-4-fluoro-1-pyrrolidinyl]-6-fluoro-1-(2,4-difluorophenyl)-1,4-dihydro-4-oxo-1,8-naphthyridine-3-carboxylic acid as a pale yellow powder (229 mg). Reactants: ClC1=C(C=C2C(C(=CN(C2=N1)C1=C(C=C(C=C1)F)F)C(=O)O)=O)F (7-chloro-6-fluoro-1-(2,4-difluorophenyl)-1,4-dihydro-4-oxo-1,8-naphthyridine-3-carboxylic acid), C1(CC1)NC[C@H]1CNC[C@H]1F ((3R,4S)-3-cyclopropylaminomethyl-4-fluoropyrrolidine).